From a dataset of the Open Reaction Database (ORD), a public repository of structured organic reaction records. describe an organic reaction: reactants, conditions, products, and yield As a reaction SMILES: [CH3:15][CH2:16][OH:17].[Cl:1][c:2]1[n:3][cH:4][c:5]([CH3:11])[cH:6][c:7]1[N+:8]([O-:9])=[O:10].[Sn:12]([Cl:13])[Cl:14]>>[Cl:1][c:2]1[n:3][cH:4][c:5]([CH3:11])[cH:6][c:7]1[NH2:8]. Product: Cc1cnc(Cl)c(N)c1. The reactants are CCO, Cc1cnc(Cl)c([N+](=O)[O-])c1, Cl[Sn]Cl. Reactants: ClC1=CC(=CC=C1)C(=O)OO (m-chloroperbenzoic acid), ClCCCCSCC=1C=CC=2N(C1)C=C(N2)C (6-((4-chlorobutyl)thiomethyl)-2-methylimidazo[1,2-a]pyridine), C([O-])([O-])=O.[K+].[K+] (potassium carbonate), S(=S)(=O)([O-])[O-].[Na+].[Na+] (sodium thiosulfate). Reagents/catalysts: ClC1=CC(=CC=C1)C(=O)OO (m-chloroperbenzoic acid). Solvent: ClCCl (dichloromethane), ClCCl (dichloromethane). Reaction conditions: time 1 hour. Product: ClCCCCS(=O)CC=1C=CC=2N(C1)C=C(N2)C (6-((4-Chlorobutyl)sulfinylmethyl)-2-methyl-imidazo[1,2-a]pyridine). The yield is 79.7%. RXN SMILES: [Cl:1][CH2:2][CH2:3][CH2:4][CH2:5][S:6][CH2:7][C:8]1[CH:9]=[CH:10][C:11]2[N:12]([CH:14]=[C:15]([CH3:17])[N:16]=2)[CH:13]=1.ClC1C=CC=C(C(OO)=[O:26])C=1.S([O-])([O-])(=O)=S.[Na+].[Na+].C(=O)([O-])[O-].[K+].[K+]>ClCCl.ClC1C=CC=C(C(OO)=O)C=1>[Cl:1][CH2:2][CH2:3][CH2:4][CH2:5][S:6]([CH2:7][C:8]1[CH:9]=[CH:10][C:11]2[N:12]([CH:14]=[C:15]([CH3:17])[N:16]=2)[CH:13]=1)=[O:26] |f:2.3.4,5.6.7|. Reported procedure: 4.95 g of the 6-((4-chlorobutyl)thiomethyl)-2-methylimidazo[1,2-a]pyridine prepared in the Preparative Example 17 was dissolved in 50 ml of dichloromethane, followed by the cooling of the obtained solution with ice. A solution of 3.18 g of m-chloroperbenzoic acid in 20 ml of dichloromethane was dropped into the resulting solution in 20 minutes. After one hour, 0.16 g of m-chloroperbenzoic acid was further added to the obtained mixture. The obtained mixture was additionally stirred for 30 minutes... The reactants are NC1C(NC2=C(OC13CCOCC3)C(=C(C=C2)F)F)=O (3-amino-8,9-difluoro-2′,3′,5′,6′-tetrahydro-3H-spiro[benzo[b][1,4]oxazepine-2,4′-pyran]-4(5H)-one), [NH4+].[Cl-] (NH4Cl), FC1=C(C=CC(=C1)F)[N+](=O)[O-] (2,4-difluoronitrobenzene). The reagents and catalysts are [Zn] (Zn). Conditions: time 6 hour. Product: NC1C(NC2=C(OC13CCOCC3)C=C(C=C2)F)=O (3-Amino-8-fluoro-2′,3′,5′,6′-tetrahydro-3H-spiro[benzo[b][1,4]oxazepine-2,4′-pyran]-4(5H)-one). Reaction SMILES: [NH2:1][CH:2]1[C:8]2([CH2:13][CH2:12][O:11][CH2:10][CH2:9]2)[O:7][C:6]2[C:14](F)=[C:15]([F:18])[CH:16]=[CH:17][C:5]=2[NH:4][C:3]1=[O:20].[NH4+].[Cl-].FC1C=C(F)C=CC=1[N+]([O-])=O>[Zn]>[NH2:1][CH:2]1[C:8]2([CH2:9][CH2:10][O:11][CH2:12][CH2:13]2)[O:7][C:6]2[CH:14]=[C:15]([F:18])[CH:16]=[CH:17][C:5]=2[NH:4][C:3]1=[O:20] |f:1.2|. Procedure details: In a similar manner to that described for the preparation of 3-amino-8,9-difluoro-2′,3′,5′,6′-tetrahydro-3H-spiro[benzo[b][1,4]oxazepine-2,4′-pyran]-4(5H)-one except in step 2 2.5 eq. of NH4Cl and 12 eq. of Zn were used, in step 3 the mixture was stirred for 6 h and in step 4 the mixture was hydrogenated overnight, 2,4-difluoronitrobenzene (2.69 g, 1.79 mL, 16.9 mmol) was converted to the title compound as a beige solid (110 mg) which was used without purification. The reactants are O=C(O)c1ccco1, Cc1ccc([N+](=O)[O-])cc1N. Reagents/catalysts: CC(C)COC1C=CC2=CC=CC=C2N1C(=O)OCC(C)C (IIDQ), CCN(C(C)C)C(C)C (DIPEA). Solvent: CN(C)C=O (DMF), CN(C)C=O (DMF), CN(C)C=O (DMF), CN(C)C=O (DMF), CN(C)C=O (DMF), CN(C)C=O (DMF). Conditions: temperature 25 celsius, time 2 hour. Yields the product Cc1ccc([N+](=O)[O-])cc1NC(=O)c1ccco1. Isolated yield 19.0%. Reaction SMILES: Cc1ccc([N+](=O)[O-])cc1N.O=C(O)c1ccco1.CC(C)COC1C=CC2=CC=CC=C2N1C(=O)OCC(C)C.CCN(C(C)C)C(C)C.CN(C)C=O>>Cc1ccc([N+](=O)[O-])cc1NC(=O)c1ccco1. The reactants are Cc1nccc2ccccc12, ClC(Cl)(Cl)Cl, CC(C)(C#N)N=NC(C)(C)C#N, O=C1CCC(=O)N1Br. The product is BrCc1nccc2ccccc12. As a reaction SMILES: [CH3:1][c:2]1[n:3][cH:4][cH:5][c:6]2[cH:7][cH:8][cH:9][cH:10][c:11]12.[Cl:32][C:33]([Cl:34])([Cl:35])[Cl:36].[N:20]#[C:21][C:22]([N:23]=[N:24][C:25]([C:26]#[N:27])([CH3:28])[CH3:29])([CH3:30])[CH3:31].[O:12]=[C:13]1[N:14]([Br:19])[C:15](=[O:16])[CH2:17][CH2:18]1>>[CH2:1]([c:2]1[n:3][cH:4][cH:5][c:6]2[cH:7][cH:8][cH:9][cH:10][c:11]12)[Br:19].